Dataset: the Open Reaction Database (ORD), a public repository of structured organic reaction records. Task: describe an organic reaction: reactants, conditions, products, and yield Product: C(C)(C)(C)C1=CC(=C(C=C1)C=1N([C@]([C@](N1)(C)C1=CC=C(C=C1)Cl)(C)C1=CC=C(C=C1)Cl)C(=O)N1CCN(CC1)CCNC(C)=O)OCC (N-(2-{4-[(4S,5R)-2-(4-tert-Butyl-2-ethoxy-phenyl)-4,5-bis-(4-chloro-phenyl)-4,5-dimethyl-4,5-dihydro-imidazole-1-carbonyl]-piperazin-1-yl}-ethyl)-acetamide). Procedure details: In a manner analogous to the method described in example 5, (4S,5R)-2-(4-tert-butyl-2-ethoxy-phenyl)-4,5-bis-(4-chloro-phenyl)-4,5-dimethyl-4,5-dihydro-imidazole-1-carbonyl chloride (example 4) was reacted with N-(2-piperazin-1-yl-ethyl)-acetamide dihydrochloride (prepared as described in Fotouhi, N. et al. WO 2005110996) to give the title compound. HR-MS (ES, m/z) calculated for C38H48N5O3Cl2 [(M+H)+] 692.3129, observed 692.3125. Reactants: C(C)(C)(C)C1=CC(=C(C=C1)C=1N([C@]([C@](N1)(C)C1=CC=C(C=C1)Cl)(C)C1=CC=C(C=C1)Cl)C(=O)Cl)OCC ((4S,5R)-2-(4-tert-butyl-2-ethoxy-phenyl)-4,5-bis-(4-chloro-phenyl)-4,5-dimethyl-4,5-dihydro-imidazole-1-carbonyl chloride), Cl.Cl.N1(CCNCC1)CCNC(C)=O (N-(2-piperazin-1-yl-ethyl)-acetamide dihydrochloride). As a reaction SMILES: [C:1]([C:5]1[CH:10]=[CH:9][C:8]([C:11]2[N:12]([C:32](Cl)=[O:33])[C@@:13]([C:25]3[CH:30]=[CH:29][C:28]([Cl:31])=[CH:27][CH:26]=3)([CH3:24])[C@@:14]([C:17]3[CH:22]=[CH:21][C:20]([Cl:23])=[CH:19][CH:18]=3)([CH3:16])[N:15]=2)=[C:7]([O:35][CH2:36][CH3:37])[CH:6]=1)([CH3:4])([CH3:3])[CH3:2].Cl.Cl.[N:40]1([CH2:46][CH2:47][NH:48][C:49](=[O:51])[CH3:50])[CH2:45][CH2:44][NH:43][CH2:42][CH2:41]1>>[C:1]([C:5]1[CH:10]=[CH:9][C:8]([C:11]2[N:12]([C:32]([N:43]3[CH2:44][CH2:45][N:40]([CH2:46][CH2:47][NH:48][C:49](=[O:51])[CH3:50])[CH2:41][CH2:42]3)=[O:33])[C@@:13]([C:25]3[CH:26]=[CH:27][C:28]([Cl:31])=[CH:29][CH:30]=3)([CH3:24])[C@@:14]([C:17]3[CH:22]=[CH:21][C:20]([Cl:23])=[CH:19][CH:18]=3)([CH3:16])[N:15]=2)=[C:7]([O:35][CH2:36][CH3:37])[CH:6]=1)([CH3:2])([CH3:3])[CH3:4] |f:1.2.3|. Starting materials: C29H28Cl2N4O2, ClC1=C(C(=O)O)C=CC(=C1)C(=O)NC(C)C1=NC2=C(N1)C=CC(=C2)Cl (rac.-2-chloro-4-{N-[1-(5-chloro-1H-benzimidazol-2-yl)ethyl]aminocarbonyl}benzoic acid), C(CC1=CC=CC=C1)C1NCCC1 (rac.-2-phenethylpyrrolidine), C(C)(C)N(CC)C(C)C (diisopropylethylamine), ClCl (chlorine). The solvent is CS(=O)C (DMSO). Yields the product ClC=1C=C(C(=O)NC(C)C2=NC3=C(N2)C=CC(=C3)Cl)C=CC1C(=O)N1C(CCC1)CCC1=CC=CC=C1 (3-chloro-N-[1-(5-chloro-1H-benzimidazol-2-yl)ethyl]-4-(2-phenethylpyrrolidin 1-ylcarbonyl)benzamide). As a reaction SMILES: [Cl:1][C:2]1[CH:10]=[C:9]([C:11]([NH:13][CH:14]([C:16]2[NH:20][C:19]3[CH:21]=[CH:22][C:23]([Cl:25])=[CH:24][C:18]=3[N:17]=2)[CH3:15])=[O:12])[CH:8]=[CH:7][C:3]=1[C:4](O)=[O:5].[CH2:26]([CH:34]1[CH2:38][CH2:37][CH2:36][NH:35]1)[CH2:27][C:28]1[CH:33]=[CH:32][CH:31]=[CH:30][CH:29]=1.C(N(C(C)C)CC)(C)C.ClCl>CS(C)=O>[Cl:1][C:2]1[CH:10]=[C:9]([CH:8]=[CH:7][C:3]=1[C:4]([N:35]1[CH2:36][CH2:37][CH2:38][CH:34]1[CH2:26][CH2:27][C:28]1[CH:33]=[CH:32][CH:31]=[CH:30][CH:29]=1)=[O:5])[C:11]([NH:13][CH:14]([C:16]1[NH:20][C:19]2[CH:21]=[CH:22][C:23]([Cl:25])=[CH:24][C:18]=2[N:17]=1)[CH3:15])=[O:12]. Procedure details: Prepared analogously to Example 1d from rac.-2-chloro-4-{N-[1-(5-chloro-1H-benzimidazol-2-yl)ethyl]aminocarbonyl}benzoic acid, rac.-2-phenethylpyrrolidine, PFTU, and diisopropylethylamine in DMSO at ambient temperature. HPLC-MS results: retention time: 4.99 minutes; C29H28Cl2N4O2 (535.47); mass spectrum: (M−H)−=535/537 (chlorine isotope).